This data is from the Open Reaction Database (ORD), a public repository of structured organic reaction records. The task is: describe an organic reaction: reactants, conditions, products, and yield The reactants are O=C(C1CCC(O)CC1)N1CCN(C2CCC2)CC1, Oc1ccc(Cl)cn1. As a reaction SMILES: [CH:1]1([N:5]2[CH2:6][CH2:7][N:8]([C:11](=[O:12])[CH:13]3[CH2:14][CH2:15][CH:16]([OH:19])[CH2:17][CH2:18]3)[CH2:9][CH2:10]2)[CH2:2][CH2:3][CH2:4]1.[Cl:20][c:21]1[cH:22][cH:23][c:24]([OH:27])[n:25][cH:26]1>>[CH:1]1([N:5]2[CH2:6][CH2:7][N:8]([C:11](=[O:12])[CH:13]3[CH2:14][CH2:15][CH:16]([O:19][c:24]4[cH:23][cH:22][c:21]([Cl:20])[cH:26][n:25]4)[CH2:17][CH2:18]3)[CH2:9][CH2:10]2)[CH2:2][CH2:3][CH2:4]1. The product is O=C(C1CCC(Oc2ccc(Cl)cn2)CC1)N1CCN(C2CCC2)CC1.